describe an organic reaction: reactants, conditions, products, and yield From a dataset of the Open Reaction Database (ORD), a public repository of structured organic reaction records. The reactants are ClC=1C=CC(=C(C(=O)C2=CC=CC=C2)C1)N1C(=NN=C1CO)C (5-chloro-[3-methyl-5-(hydroxymethyl)-4H-1,2,4-triazol-4-yl]benzophenone), CS(=O)(=O)Cl (methanesulfonyl chloride), CNC (dimethylamine), [I-].[K+] (potassium iodide). The solvent is C(C)N(CC)CC (triethylamine). The product is C(C1=CC=CC=C1)(=O)C1=CC=CC=C1 (benzophenone). As a reaction SMILES: Cl[C:2]1[CH:3]=[CH:4][C:5](N2C(CO)=NN=C2C)=[C:6]([CH:15]=1)[C:7]([C:9]1[CH:14]=[CH:13][CH:12]=[CH:11][CH:10]=1)=[O:8].CS(Cl)(=O)=O.CNC.[I-].[K+]>C(N(CC)CC)C>[C:7]([C:9]1[CH:14]=[CH:13][CH:12]=[CH:11][CH:10]=1)(=[O:8])[C:6]1[CH:15]=[CH:2][CH:3]=[CH:4][CH:5]=1 |f:3.4|. Procedure details: In the manner given in Example 21, 5-chloro-[3-methyl-5-(hydroxymethyl)-4H-1,2,4-triazol-4-yl]benzophenone was reacted with methanesulfonyl chloride in the presence of triethylamine and the resulting solution, treated with gaseous dimethylamine in the presence of potassium iodide, to give 5-chloro-2-[3-methyl-5-(dimethylamino)methyl]-4H-1,2,4-triazol-4-yl]benzophenone of melting point 171°-172°. Starting materials: C=C(C)C(C(=O)O)N1C(=O)C(N2C(=O)c3ccccc3C2=O)C1SC(C)=O, CO, [I-], [K+], O=[O+][O-]. Reaction SMILES: [C:1]([CH3:2])(=[O:3])[S:4][CH:5]1[CH:6]([N:17]2[C:18](=[O:27])[c:19]3[c:20]([cH:23][cH:24][cH:25][cH:26]3)[C:21]2=[O:22])[C:7](=[O:16])[N:8]1[CH:9]([C:10](=[O:11])[OH:12])[C:13](=[CH2:14])[CH3:15].[CH3:33][OH:34].[I-:32].[K+:31].[O-:28][O+:29]=[O:30]>>[C:1]([CH3:2])(=[O:3])[S:4][CH:5]1[CH:6]([N:17]2[C:18](=[O:27])[c:19]3[c:20]([cH:23][cH:24][cH:25][cH:26]3)[C:21]2=[O:22])[C:7](=[O:16])[N:8]1[CH:9]([C:10](=[O:11])[OH:12])[C:13]([CH3:15])=[O:28]. Product: CC(=O)SC1C(N2C(=O)c3ccccc3C2=O)C(=O)N1C(C(C)=O)C(=O)O. The reactants are [H][H] (hydrogen), C(C)OC(CNC1=C(C=CC(=C1)F)[N+](=O)[O-])=O (N-(5-Fluoro-2-nitrophenyl)glycine ethyl ester). The reagents and catalysts are [Pd] (palladium on carbon), [Pd] (palladium on carbon). Solvent: CO (methanol). The product is FC=1C=C2NCC(NC2=CC1)=O (6-Fluoro-1,2,3,4-tetrahydroquinoxalin-2-one). As a reaction SMILES: C([O:3][C:4](=O)[CH2:5][NH:6][C:7]1[CH:12]=[C:11]([F:13])[CH:10]=[CH:9][C:8]=1[N+:14]([O-])=O)C.[H][H]>[Pd].CO>[F:13][C:11]1[CH:12]=[C:7]2[C:8](=[CH:9][CH:10]=1)[NH:14][C:4](=[O:3])[CH2:5][NH:6]2. Procedure: A mixture of N-(5-fluoro-2-nitrophenyl)glycine ethyl ester (XI, EXAMPLE 5, 28.60 g), palladium on carbon (10%, 1.01 g) and methanol (500 ml) is shaken under 45 psi of hydrogen on a Parr shaker. After 2 hr an additional 0.54 g of 10% palladium on carbon catalyst is added. The mixture is shaken for an hour at 42 psi and then the catalyst is removed by filtration. p-Toluenesulfonic acid (0.314 g) is added to the filtrate. The solution is concentrated under reduced pressure to a volume of about 250 ... Starting materials: O (Water), ClC1=CC=2C3=C(NC2C=C1)CCN(C3)C (8-Chloro-2-methyl-2,3,4,5-tetrahydro-1H-pyrido[4,3-b]indole), BrCC1(OCCO1)C1=CC=C(C=C1)Cl (2-Bromomethyl-2-(4-chlorophenyl)-1,3-dioxolane), [OH-].[K+] (KOH). Run in CN1CCCC1=O (NMP). Conditions: temperature 100 celsius, time 5 minute. The product is ClC1=CC=2C3=C(N(C2C=C1)CC1(OCCO1)C1=CC=C(C=C1)Cl)CCN(C3)C (8-chloro-5-((2-(4-chlorophenyl)-1,3-dioxolan-2-yl)methyl)-2-methyl-2,3,4,5-tetrahydro-1H-pyrido[4,3-b]indole). Reaction SMILES: [Cl:1][C:2]1[CH:10]=[CH:9][C:8]2[NH:7][C:6]3[CH2:11][CH2:12][N:13]([CH3:15])[CH2:14][C:5]=3[C:4]=2[CH:3]=1.[OH-].[K+].Br[CH2:19][C:20]1([C:25]2[CH:30]=[CH:29][C:28]([Cl:31])=[CH:27][CH:26]=2)[O:24][CH2:23][CH2:22][O:21]1.O>CN1C(=O)CCC1>[Cl:1][C:2]1[CH:10]=[CH:9][C:8]2[N:7]([CH2:19][C:20]3([C:25]4[CH:30]=[CH:29][C:28]([Cl:31])=[CH:27][CH:26]=4)[O:21][CH2:22][CH2:23][O:24]3)[C:6]3[CH2:11][CH2:12][N:13]([CH3:15])[CH2:14][C:5]=3[C:4]=2[CH:3]=1 |f:1.2|. Procedure details: 8-Chloro-2-methyl-2,3,4,5-tetrahydro-1H-pyrido[4,3-b]indole (1 g, 4.4 mmol) was dissolved in 10 mL of NMP. KOH (1.77 g, 31.78 mmol) was added at RT under nitrogen atmosphere and the reaction mixture was stirred for 5 min. 2-Bromomethyl-2-(4-chlorophenyl)-1,3-dioxolane (1.68 mg, 6.81 mmol) was added and the reaction mixture was heated at 100° C. for 3 h. Water was added and the product was extracted with EtOAc. The organic layer was washed with water, dried over anhydrous sodium sulfate and conce... Starting materials: CCCCCC (hexane), [H-].[Na+] (NaH), BrC(C)C (2-bromopropane), BrC=1C=C(C=2C=CNC2C1)C(=O)OC (methyl 6-bromo-1H-indole-4-carboxylate), BrC(C)C (2-bromopropane), [H-].[Na+] (sodium hydride). The solvent is C(C)(=O)OCC (ethyl acetate), CN(C=O)C (N,N-dimethylformamide). Reaction conditions: time 15 minute. The product is BrC=1C=C(C=2C=CN(C2C1)C(C)C)C(=O)OC (methyl 6-bromo-1-(1-methylethyl)-1H-indole-4-carboxylate). Yield: 43.6%. As a reaction SMILES: [Br:1][C:2]1[CH:3]=[C:4]([C:11]([O:13][CH3:14])=[O:12])[C:5]2[CH:6]=[CH:7][NH:8][C:9]=2[CH:10]=1.[H-].[Na+].Br[CH:18]([CH3:20])[CH3:19].CCCCCC>CN(C)C=O.C(OCC)(=O)C>[Br:1][C:2]1[CH:3]=[C:4]([C:11]([O:13][CH3:14])=[O:12])[C:5]2[CH:6]=[CH:7][N:8]([CH:18]([CH3:20])[CH3:19])[C:9]=2[CH:10]=1 |f:1.2|. Procedure details: To a cooled (0° C.) solution of methyl 6-bromo-1H-indole-4-carboxylate (1.0 g, 3.94 mmol) solid in N,N-dimethylformamide (25 mL) was added sodium hydride (0.173 g, 4.33 mmol). The reaction was stirred for 15 min, at which time 2-bromopropane (0.554 mL, 5.90 mmol) was added. The reaction was then allowed to warm to RT and was maintained overnight. LCMS showed about 25% starting material remaining. The reaction was heated at 45° C. for 4 h, but no further conversion was noted. The reaction vessel ... The reactants are C1(CC1)C=1C(=CC(=NC1)C(=O)O)O[C@H](C(F)(F)F)C (5-Cyclopropyl-4-((S)-2,2,2-trifluoro-1-methyl-ethoxy)-pyridine-2-carboxylic acid), C(C)(C)(C)OC(C(C(C)(C)C)N)=O (2-Amino-3,3-dimethyl-butyric acid tert-butyl ester). Product: C1(CC1)C=1C(=CC(=NC1)C(=O)NC(C(=O)OC(C)(C)C)C(C)(C)C)O[C@H](C(F)(F)F)C (tert-butyl 2-[[5-cyclopropyl-4-[(1S)-2,2,2-trifluoro-1-methyl-ethoxy]pyridine-2-carbonyl]amino]-3,3-dimethyl-butanoate). Reaction SMILES: [CH:1]1([C:4]2[C:5]([O:13][C@@H:14]([CH3:19])[C:15]([F:18])([F:17])[F:16])=[CH:6][C:7]([C:10]([OH:12])=O)=[N:8][CH:9]=2)[CH2:3][CH2:2]1.[C:20]([O:24][C:25](=[O:32])[CH:26]([NH2:31])[C:27]([CH3:30])([CH3:29])[CH3:28])([CH3:23])([CH3:22])[CH3:21]>>[CH:1]1([C:4]2[C:5]([O:13][C@@H:14]([CH3:19])[C:15]([F:18])([F:17])[F:16])=[CH:6][C:7]([C:10]([NH:31][CH:26]([C:27]([CH3:30])([CH3:29])[CH3:28])[C:25]([O:24][C:20]([CH3:22])([CH3:21])[CH3:23])=[O:32])=[O:12])=[N:8][CH:9]=2)[CH2:2][CH2:3]1. Procedure: The title compound was synthesized in analogy to Example 112e, using 5-Cyclopropyl-4-((S)-2,2,2-trifluoro-1-methyl-ethoxy)-pyridine-2-carboxylic acid (Example 68a) and 2-Amino-3,3-dimethyl-butyric acid tert-butyl ester (CAN 99285-38-8) as starting materials and isolated (526 mg, 87%); MS (ESI, m/z): 445.6 (M+H+). Starting materials: CC(c1ccccc1)N(Cc1ccccc1)C(CC(=O)OC(C)(C)C)c1cnc2c(c1)NC(=O)CO2, CC(=O)O, CCO, O. Product: CC(C)(C)OC(=O)CC(N)c1cnc2c(c1)NC(=O)CO2. RXN SMILES: [C:1]([CH3:2])([CH3:3])([CH3:4])[O:5][C:6]([CH2:7][CH:8]([c:9]1[cH:10][n:11][c:12]2[c:17]([cH:18]1)[NH:16][C:15](=[O:19])[CH2:14][O:13]2)[N:20]([CH2:21][c:22]1[cH:23][cH:24][cH:25][cH:26][cH:27]1)[CH:28]([c:29]1[cH:30][cH:31][cH:32][cH:33][cH:34]1)[CH3:35])=[O:36].[C:41]([OH:42])(=[O:43])[CH3:44].[CH3:37][CH2:38][OH:39].[OH2:40]>>[C:1]([CH3:2])([CH3:3])([CH3:4])[O:5][C:6]([CH2:7][CH:8]([c:9]1[cH:10][n:11][c:12]2[c:17]([cH:18]1)[NH:16][C:15](=[O:19])[CH2:14][O:13]2)[NH2:20])=[O:36].